Dataset: the Open Reaction Database (ORD), a public repository of structured organic reaction records. Task: describe an organic reaction: reactants, conditions, products, and yield Reactants: ClC(Cl)Cl, O=C(Cl)c1cccc([N+](=O)[O-])c1, COc1ccc(N)c(C(N)=O)c1, c1ccncc1. Product: COc1ccc(NC(=O)c2cccc([N+](=O)[O-])c2)c(C(N)=O)c1. Reaction SMILES: [Cl:31][CH:32]([Cl:33])[Cl:34].[N+:19](=[O:20])([O-:21])[c:22]1[cH:23][c:24]([C:25](=[O:26])[Cl:27])[cH:28][cH:29][cH:30]1.[NH2:1][c:2]1[c:3]([C:4](=[O:5])[NH2:6])[cH:7][c:8]([O:11][CH3:12])[cH:9][cH:10]1.[cH:13]1[cH:14][cH:15][n:16][cH:17][cH:18]1>>[NH:1]([c:2]1[c:3]([C:4](=[O:5])[NH2:6])[cH:7][c:8]([O:11][CH3:12])[cH:9][cH:10]1)[C:25]([c:24]1[cH:23][c:22]([N+:19](=[O:20])[O-:21])[cH:30][cH:29][cH:28]1)=[O:26]. Starting materials: [Li]CCCC, C1CO1, Cc1cc(Cl)cc(N2CCOCC2)n1, C1CCOC1. Yields the product OCCCc1cc(Cl)cc(N2CCOCC2)n1. As a reaction SMILES: [CH2:15]([Li:16])[CH2:17][CH2:18][CH3:19].[CH2:20]1[CH2:21][O:22]1.[CH3:1][c:2]1[n:3][c:4]([N:9]2[CH2:10][CH2:11][O:12][CH2:13][CH2:14]2)[cH:5][c:6]([Cl:8])[cH:7]1.[O:23]1[CH2:24][CH2:25][CH2:26][CH2:27]1>>[CH2:1]([c:2]1[n:3][c:4]([N:9]2[CH2:10][CH2:11][O:12][CH2:13][CH2:14]2)[cH:5][c:6]([Cl:8])[cH:7]1)[CH2:20][CH2:21][OH:22]. Reactants: [BH4-], COc1ccc(CC(=O)N(Cc2ccc(C)cc2)C2CCN(C(=O)OC(C)(C)C)CC2)cc1, CC(=O)OC(C)=O, CCO, O=CC1CCCCC1. Yields the product COc1ccc(CC(=O)N(Cc2ccc(C)cc2)C2CCN(CC3CCCCC3)CC2)cc1. As a reaction SMILES: [BH4-:42].[CH3:1][c:2]1[cH:3][cH:4][c:5]([CH2:8][N:9]([C:10]([CH2:11][c:12]2[cH:13][cH:14][c:15]([O:18][CH3:19])[cH:16][cH:17]2)=[O:20])[CH:21]2[CH2:22][CH2:23][N:24]([C:27]([O:28][C:29]([CH3:30])([CH3:31])[CH3:32])=[O:33])[CH2:25][CH2:26]2)[cH:6][cH:7]1.[CH3:43][C:44]([O:45][C:46](=[O:47])[CH3:48])=[O:49].[CH3:50][CH2:51][OH:52].[CH:34]1([CH:40]=[O:41])[CH2:35][CH2:36][CH2:37][CH2:38][CH2:39]1>>[CH3:1][c:2]1[cH:3][cH:4][c:5]([CH2:8][N:9]([C:10]([CH2:11][c:12]2[cH:13][cH:14][c:15]([O:18][CH3:19])[cH:16][cH:17]2)=[O:20])[CH:21]2[CH2:22][CH2:23][N:24]([CH2:27][CH:34]3[CH2:35][CH2:36][CH2:37][CH2:38][CH2:39]3)[CH2:25][CH2:26]2)[cH:6][cH:7]1. Reactants: C1CCOC1, [Li]CCCC, CNC(=O)c1ccc(OC)cc1, O=Cc1cccc(F)c1. Product: CNC(=O)c1ccc(OC)cc1C(O)c1cccc(F)c1. As a reaction SMILES: [CH2:27]1[O:28][CH2:29][CH2:30][CH2:31]1.[CH3:13][CH2:14][CH2:15][CH2:16][Li:17].[CH3:1][O:2][c:3]1[cH:4][cH:5][c:6]([C:7](=[O:8])[NH:9][CH3:10])[cH:11][cH:12]1.[F:18][c:19]1[cH:20][c:21]([CH:22]=[O:23])[cH:24][cH:25][cH:26]1>>[CH3:1][O:2][c:3]1[cH:4][cH:5][c:6]([C:7](=[O:8])[NH:9][CH3:10])[c:11]([CH:22]([c:21]2[cH:20][c:19]([F:18])[cH:26][cH:25][cH:24]2)[OH:23])[cH:12]1. As a reaction SMILES: [Br:21][c:22]1[cH:23][c:24]([CH2:36][N:37]([C:38]([O:39][C:40]([CH3:41])([CH3:42])[CH3:43])=[O:44])[CH3:45])[cH:25][n:26]1[S:27](=[O:28])(=[O:29])[c:30]1[cH:31][n:32][cH:33][cH:34][cH:35]1.[CH3:1][c:2]1[c:3]([Sn:8]([CH2:9][CH2:10][CH2:11][CH3:12])([CH2:13][CH2:14][CH2:15][CH3:16])[CH2:17][CH2:18][CH2:19][CH3:20])[n:4][cH:5][cH:6][cH:7]1.[CH3:46][c:47]1[cH:48][cH:49][cH:50][cH:51][cH:52]1.[cH:53]1[cH:54][cH:55][c:56]([P:57]([Pd:58]([P:59]([c:60]2[cH:61][cH:62][cH:63][cH:64][cH:65]2)([c:66]2[cH:67][cH:68][cH:69][cH:70][cH:71]2)[c:72]2[cH:73][cH:74][cH:75][cH:76][cH:77]2)([P:78]([c:79]2[cH:80][cH:81][cH:82][cH:83][cH:84]2)([c:85]2[cH:86][cH:87][cH:88][cH:89][cH:90]2)[c:91]2[cH:92][cH:93][cH:94][cH:95][cH:96]2)[P:97]([c:98]2[cH:99][cH:100][cH:101][cH:102][cH:103]2)([c:104]2[cH:105][cH:106][cH:107][cH:108][cH:109]2)[c:110]2[cH:111][cH:112][cH:113][cH:114][cH:115]2)([c:116]2[cH:117][cH:118][cH:119][cH:120][cH:121]2)[c:122]2[cH:123][cH:124][cH:125][cH:126][cH:127]2)[cH:128][cH:129]1>>[CH3:1][c:2]1[c:3](-[c:22]2[cH:23][c:24]([CH2:36][N:37]([C:38]([O:39][C:40]([CH3:41])([CH3:42])[CH3:43])=[O:44])[CH3:45])[cH:25][n:26]2[S:27](=[O:28])(=[O:29])[c:30]2[cH:31][n:32][cH:33][cH:34][cH:35]2)[n:4][cH:5][cH:6][cH:7]1. Product: Cc1cccnc1-c1cc(CN(C)C(=O)OC(C)(C)C)cn1S(=O)(=O)c1cccnc1. Reactants: CN(Cc1cc(Br)n(S(=O)(=O)c2cccnc2)c1)C(=O)OC(C)(C)C, CCCC[Sn](CCCC)(CCCC)c1ncccc1C, Cc1ccccc1, c1ccc(P(c2ccccc2)(c2ccccc2)[Pd](P(c2ccccc2)(c2ccccc2)c2ccccc2)(P(c2ccccc2)(c2ccccc2)c2ccccc2)P(c2ccccc2)(c2ccccc2)c2ccccc2)cc1. The reactants are C1CCNC1, OCC1CSC(c2cc3cccc(NC4CCCC4)c3[nH]2)=N1. The product is c1cc(NC2CCCC2)c2[nH]c(C3=NC(CN4CCCC4)CS3)cc2c1. As a reaction SMILES: [CH2:23]1[CH2:24][CH2:25][NH:26][CH2:27]1.[CH:1]1([NH:6][c:7]2[cH:8][cH:9][cH:10][c:11]3[cH:12][c:13]([C:16]4=[N:20][CH:19]([CH2:21][OH:22])[CH2:18][S:17]4)[nH:14][c:15]23)[CH2:2][CH2:3][CH2:4][CH2:5]1>>[CH:1]1([NH:6][c:7]2[cH:8][cH:9][cH:10][c:11]3[cH:12][c:13]([C:16]4=[N:20][CH:19]([CH2:21][N:26]5[CH2:25][CH2:24][CH2:23][CH2:27]5)[CH2:18][S:17]4)[nH:14][c:15]23)[CH2:2][CH2:3][CH2:4][CH2:5]1.